describe an organic reaction: reactants, conditions, products, and yield From a dataset of the Open Reaction Database (ORD), a public repository of structured organic reaction records. Starting materials: C1(CCCC1)C1(C(C2=C(C(=C(C=C2C1)S)Cl)Cl)O)C (2-cyclopentyl-2-methyl-5-mercapto-6,7-dichloro-1-indanol), ester, [OH-].[Na+] (sodium hydroxide), C([O-])([O-])=O.[K+].[K+] (potassium carbonate), BrCC(=O)OCC (ethyl bromoacetate). The solvent is CN(C=O)C (dimethylformamide). The product is OC1C(CC2=CC(=C(C(=C12)Cl)Cl)SCC(=O)O)(C)C1CCCC1 ((1-hydroxy-2-cyclopentyl-2-methyl-6,7-dichloro-5-indanylthio)acetic acid). Reaction SMILES: [CH:1]1([C:6]2([CH3:19])[CH2:14][C:13]3[C:8](=[C:9]([Cl:17])[C:10]([Cl:16])=[C:11]([SH:15])[CH:12]=3)[CH:7]2[OH:18])[CH2:5][CH2:4][CH2:3][CH2:2]1.C(=O)([O-])[O-].[K+].[K+].Br[CH2:27][C:28]([O:30]CC)=[O:29].[OH-].[Na+]>CN(C)C=O>[OH:18][CH:7]1[C:8]2[C:13](=[CH:12][C:11]([S:15][CH2:27][C:28]([OH:30])=[O:29])=[C:10]([Cl:16])[C:9]=2[Cl:17])[CH2:14][C:6]1([CH:1]1[CH2:2][CH2:3][CH2:4][CH2:5]1)[CH3:19] |f:1.2.3,5.6|. Procedure: (1-Hydroxy-2-cyclopentyl-2-methyl-6,7-dichloro-5-indanylthio)acetic acid is prepared following substantially the same procedure described in Example 4, Step F, using the following substances: 2-cyclopentyl-2-methyl-5-mercapto-6,7-dichloro-1-indanol (4.5 g., 0.015 mole); potassium carbonate (3.6 g.); ethyl bromoacetate (3.1 ml.); and dimethylformamide (35 ml.); and hydrolyzing the resultant ester with aqueous sodium hydroxide in accordance with Example 4, Step F, there is obtained (1-hydroxy-2-cy... Reactants: CCCCOc1ccc(S(=O)(=O)C2(C(=O)OCC)CCN(Cc3ccc(C#N)cc3)CC2)cc1, C1CCOC1, CO, [Na+], [OH-]. Product: CCCCOc1ccc(S(=O)(=O)C2(C(=O)O)CCN(Cc3ccc(C#N)cc3)CC2)cc1. RXN SMILES: [CH2:1]([CH3:2])[O:3][C:4](=[O:5])[C:6]1([S:21](=[O:22])(=[O:23])[c:24]2[cH:25][cH:26][c:27]([O:30][CH2:31][CH2:32][CH2:33][CH3:34])[cH:28][cH:29]2)[CH2:7][CH2:8][N:9]([CH2:12][c:13]2[cH:14][cH:15][c:16]([C:19]#[N:20])[cH:17][cH:18]2)[CH2:10][CH2:11]1.[CH2:39]1[O:40][CH2:41][CH2:42][CH2:43]1.[CH3:35][OH:36].[Na+:38].[OH-:37]>>[O:3]=[C:4]([OH:5])[C:6]1([S:21](=[O:22])(=[O:23])[c:24]2[cH:25][cH:26][c:27]([O:30][CH2:31][CH2:32][CH2:33][CH3:34])[cH:28][cH:29]2)[CH2:7][CH2:8][N:9]([CH2:12][c:13]2[cH:14][cH:15][c:16]([C:19]#[N:20])[cH:17][cH:18]2)[CH2:10][CH2:11]1.